Dataset: the Open Reaction Database (ORD), a public repository of structured organic reaction records. Task: describe an organic reaction: reactants, conditions, products, and yield Starting materials: Cn1nc(-c2c(F)cc(Cl)c3nc(Br)sc23)c(Cl)c1OC(F)F, O=C([O-])[O-], CNCC(=O)OC, CN(C)C=O, Cl, [K+], [K+]. Product: COC(=O)CNc1nc2c(Cl)cc(F)c(-c3nn(C)c(OC(F)F)c3Cl)c2s1. RXN SMILES: [Br:1][c:2]1[s:3][c:4]2[c:5]([n:6]1)[c:7]([Cl:23])[cH:8][c:9]([F:22])[c:10]2-[c:11]1[n:12][n:13]([CH3:21])[c:14]([O:17][CH:18]([F:19])[F:20])[c:15]1[Cl:16].[C:24](=[O:25])([O-:26])[O-:27].[CH3:31][O:32][C:33]([CH2:34][NH:35][CH3:36])=[O:37].[CH3:38][N:39]([CH3:40])[CH:41]=[O:42].[ClH:30].[K+:28].[K+:29]>>[c:2]1([NH:35][CH2:34][C:33]([O:32][CH3:31])=[O:37])[s:3][c:4]2[c:5]([n:6]1)[c:7]([Cl:23])[cH:8][c:9]([F:22])[c:10]2-[c:11]1[n:12][n:13]([CH3:21])[c:14]([O:17][CH:18]([F:19])[F:20])[c:15]1[Cl:16]. The reactants are O=C(CBr)c1cccs1, [H-], [Na+], Cc1ccc2c(c1)NC(=O)C(NC(=O)OC(C)(C)C)CN2C(=O)C(C)(C)C, C1CCOC1. Product: Cc1ccc2c(c1)N(CC(=O)c1cccs1)C(=O)C(NC(=O)OC(C)(C)C)CN2C(=O)C(C)(C)C. As a reaction SMILES: [Br:30][CH2:31][C:32](=[O:33])[c:34]1[s:35][cH:36][cH:37][cH:38]1.[H-:28].[Na+:29].[O:1]=[C:2]1[CH:3]([NH:20][C:21](=[O:22])[O:23][C:24]([CH3:25])([CH3:26])[CH3:27])[CH2:4][N:5]([C:14]([C:15]([CH3:16])([CH3:17])[CH3:18])=[O:19])[c:6]2[c:7]([cH:9][c:10]([CH3:13])[cH:11][cH:12]2)[NH:8]1.[O:39]1[CH2:40][CH2:41][CH2:42][CH2:43]1>>[O:1]=[C:2]1[CH:3]([NH:20][C:21](=[O:22])[O:23][C:24]([CH3:25])([CH3:26])[CH3:27])[CH2:4][N:5]([C:14]([C:15]([CH3:16])([CH3:17])[CH3:18])=[O:19])[c:6]2[c:7]([cH:9][c:10]([CH3:13])[cH:11][cH:12]2)[N:8]1[CH2:31][C:32](=[O:33])[c:34]1[s:35][cH:36][cH:37][cH:38]1. Starting materials: O=C([O-])O, CC(C)(Oc1ccc(Cl)cc1)C(=O)O, [Na+], O, Cn1c(=O)c2c(ncn2CCO)n(C)c1=O, Cc1ccccc1C. Product: Cn1c(=O)c2c(ncn2CCOC(=O)C(C)(C)Oc2ccc(Cl)cc2)n(C)c1=O. As a reaction SMILES: [C:32](=[O:33])([OH:34])[O-:35].[Cl:1][c:2]1[cH:3][cH:4][c:5]([O:6][C:7]([C:8](=[O:9])[OH:10])([CH3:11])[CH3:12])[cH:13][cH:14]1.[Na+:36].[OH2:31].[OH:15][CH2:16][CH2:17][n:18]1[cH:19][n:20][c:21]2[n:22]([CH3:30])[c:23](=[O:29])[n:24]([CH3:25])[c:26](=[O:28])[c:27]12.[c:37]1([CH3:38])[c:39]([CH3:40])[cH:41][cH:42][cH:43][cH:44]1>>[Cl:1][c:2]1[cH:3][cH:4][c:5]([O:6][C:7]([C:8](=[O:9])[O:10][CH2:16][CH2:17][n:18]2[cH:19][n:20][c:21]3[n:22]([CH3:30])[c:23](=[O:29])[n:24]([CH3:25])[c:26](=[O:28])[c:27]23)([CH3:11])[CH3:12])[cH:13][cH:14]1. The reactants are O=C1CCC(=O)N1Br, ClC(Cl)(Cl)Cl, Cc1ccc(-c2ccccc2[N+](=O)[O-])cc1, CC(C)(C#N)N=NC(C)(C)C#N. Product: O=[N+]([O-])c1ccccc1-c1ccc(CBr)cc1. As a reaction SMILES: [Br:17][N:18]1[C:19](=[O:20])[CH2:21][CH2:22][C:23]1=[O:24].[C:37]([Cl:38])([Cl:39])([Cl:40])[Cl:41].[CH3:1][c:2]1[cH:3][cH:4][c:5](-[c:8]2[c:9]([N+:14](=[O:15])[O-:16])[cH:10][cH:11][cH:12][cH:13]2)[cH:6][cH:7]1.[N:25]([C:26]([CH3:27])([CH3:28])[C:29]#[N:30])=[N:31][C:32]([CH3:33])([CH3:34])[C:35]#[N:36]>>[CH2:1]([c:2]1[cH:3][cH:4][c:5](-[c:8]2[c:9]([N+:14](=[O:15])[O-:16])[cH:10][cH:11][cH:12][cH:13]2)[cH:6][cH:7]1)[Br:17]. The reactants are COC(=O)C1N(CCC1)C(=O)OCC1=CC=CC=C1 ((±)-N-benzyloxycarbonyl-2-pyrrolidine carboxylic acid methyl ester), Cl (hydrochloric acid). Run in ClCCl (dichloromethane), [H-].C(C(C)C)[Al+]CC(C)C (diisobutylaluminum hydride). Run at time 2 hour. Product: C(C1=CC=CC=C1)OC(=O)N1C(CCC1)C=O ((±)-N-benzyloxycarbonyl-2-formylpyrrolidine). The yield is 44.4%. Reaction SMILES: C[O:2][C:3]([CH:5]1[CH2:9][CH2:8][CH2:7][N:6]1[C:10]([O:12][CH2:13][C:14]1[CH:19]=[CH:18][CH:17]=[CH:16][CH:15]=1)=[O:11])=O.Cl>ClCCl.[H-].C([Al+]CC(C)C)C(C)C>[CH2:13]([O:12][C:10]([N:6]1[CH2:7][CH2:8][CH2:9][CH:5]1[CH:3]=[O:2])=[O:11])[C:14]1[CH:19]=[CH:18][CH:17]=[CH:16][CH:15]=1 |f:3.4|. Procedure: To a solution of 12.00 g of (±)-N-benzyloxycarbonyl-2-pyrrolidine carboxylic acid methyl ester in 50 ml of dry dichloromethane, 50 ml of diisobutylaluminum hydride (1M toluene solution) was added dropwise under an argon atmosphere at −70° C. or lower, followed by stirring for 2 hours. To the reaction solution, 230 ml of 1N hydrochloric acid was added dropwise, and then the mixture was heated to room temperature and extracted with diethyl ether. The extract was washed with water and dried over an... Reactants: FC1=C(OC=2C(=NC(=NC2)S(=O)(=O)C)C2=CN(C(C3=CC=CC=C23)=O)C)C=CC(=C1)F (4-[5-(2,4-difluorophenoxy)-2-methylsulfonylpyrimidin-4-yl]-2-methylisoquinolin-1-one), C(C)S(=O)(=O)N (EtSO2NH2). Product: FC1=C(OC=2C(=NC(=NC2)NS(=O)(=O)CC)C2=CN(C(C3=CC=CC=C23)=O)C)C=CC(=C1)F (N-[5-(2,4-difluorophenoxy)-4-(2-methyl-1-oxoisoquinolin-4-yl)pyrimidin-2-yl]ethanesulfonamide). As a reaction SMILES: [F:1][C:2]1[CH:30]=[C:29]([F:31])[CH:28]=[CH:27][C:3]=1[O:4][C:5]1[C:6]([C:15]2[C:24]3[C:19](=[CH:20][CH:21]=[CH:22][CH:23]=3)[C:18](=[O:25])[N:17]([CH3:26])[CH:16]=2)=[N:7][C:8](S(C)(=O)=O)=[N:9][CH:10]=1.[CH2:32]([S:34]([NH2:37])(=[O:36])=[O:35])[CH3:33]>>[F:1][C:2]1[CH:30]=[C:29]([F:31])[CH:28]=[CH:27][C:3]=1[O:4][C:5]1[C:6]([C:15]2[C:24]3[C:19](=[CH:20][CH:21]=[CH:22][CH:23]=3)[C:18](=[O:25])[N:17]([CH3:26])[CH:16]=2)=[N:7][C:8]([NH:37][S:34]([CH2:32][CH3:33])(=[O:36])=[O:35])=[N:9][CH:10]=1. Procedure details: The title compound of Example 151 was treated with with EtSO2NH2 instead of MeSO2NH2 in a manner similar to Example 152, step 6 to give the title compound. 1H NMR (CDCl3, 400 MHz) δ 9.15 (s, 1H), 8.49 (d, J=7.6 Hz, 1H), 8.34 (s, 1H), 8.02 (d, J=8.0 Hz, 1H), 7.71-7.67 (m, 2H), 7.54 (t, J=7.6 Hz, 1H), 6.92-6.86 (m, 2H), 6.79-6.75 (m, 1H), 3.67 (s, 3H), 3.58 (q, J=7.6 Hz, 2H), 1.39 (t, J=7.6 Hz, 3H). LCMS: 473.0 (M+1)+